This data is from the Open Reaction Database (ORD), a public repository of structured organic reaction records. The task is: describe an organic reaction: reactants, conditions, products, and yield Starting materials: CC=1C(=NC=CC1)C#N (3-Methylpyridine-2-carbonitrile), C1=CC(=CC(=C1)Cl)C(=O)OO (mCPBA). Run in C(Cl)Cl (DCM). Run at time 8 hour. Yields the product CC1=C([N+](=CC=C1)[O-])C#N (3-Methylpyridine-2-carbonitrile 1-oxide). Reaction SMILES: [CH3:1][C:2]1[C:3]([C:8]#[N:9])=[N:4][CH:5]=[CH:6][CH:7]=1.C1C=C(Cl)C=C(C(OO)=[O:18])C=1>C(Cl)Cl>[CH3:1][C:2]1[CH:7]=[CH:6][CH:5]=[N+:4]([O-:18])[C:3]=1[C:8]#[N:9]. Reported procedure: 3-Methylpyridine-2-carbonitrile (10 g, 85 mmol) was taken up in DCM (180 mL) and mCPBA (20.9 g, 93 mmol) was added. The resulting mixture was stirred at room temperature overnight. Additional mcpba (9.49 g, 42 mmol) was added and stirring continued at room temperature for 24 hours. Saturated aqueous NaHCO3 and the resulting mixture was extracted with EtOAc (3×), followed by 20% MeOH—CHCl3 (2×). The combined organic extracts were dried over MgSO4, filtered, and concentrated in vacuo. Purification... Starting materials: C(C1=CC=CC=C1)NC1=NC(=CC(=C1)N1CCOCC1)CSC=1SC(=NN1)CC (2-benzylamino-6-(5-ethyl-1,3,4-thiadiazol-2-ylthiomethyl)-4-morpholinopyridine), C(C1=CC=CC=C1)Br (benzyl bromide), COC=1C=C(CBr)C=CC1 (3-methoxybenzyl bromide). Product: C(C)C1=NN=C(S1)SCC1=CC(=CC(=N1)NCC1=CC(=CC=C1)OC)N1CCOCC1 (6-(5-ethyl-1,3,4-thiadiazol-2-ylthiomethyl)-2-(3-methoxybenzylamino)-4-morpholinopyridine). Reaction SMILES: [CH2:1]([NH:8][C:9]1[CH:14]=[C:13]([N:15]2[CH2:20][CH2:19][O:18][CH2:17][CH2:16]2)[CH:12]=[C:11]([CH2:21][S:22][C:23]2[S:24][C:25]([CH2:28][CH3:29])=[N:26][N:27]=2)[N:10]=1)[C:2]1[CH:7]=[CH:6][CH:5]=[CH:4][CH:3]=1.C(Br)C1C=CC=CC=1.[CH3:38][O:39]C1C=C(C=CC=1)CBr>>[CH2:28]([C:25]1[S:24][C:23]([S:22][CH2:21][C:11]2[N:10]=[C:9]([NH:8][CH2:1][C:2]3[CH:3]=[CH:4][CH:5]=[C:6]([O:39][CH3:38])[CH:7]=3)[CH:14]=[C:13]([N:15]3[CH2:16][CH2:17][O:18][CH2:19][CH2:20]3)[CH:12]=2)=[N:27][N:26]=1)[CH3:29]. Procedure details: The above identified compound was obtained as a vermilion oily substance in the same manner as in Example 1-(6) and (7) except that benzyl bromide was changed to 3-methoxybenzyl bromide. The reactants are [H-].[Na+] (NaH), CN1C(N(C(C2=C1C(=CN2)C)=O)C)=O (1,3,7-Trimethyl-1H-pyrrolo[3,2-d]pyrimidine-2,4(3H,5H)-dione), BrCC(=O)NC=1SC=C(N1)C1=CC(=C(C=C1)F)C(F)(F)F (2-bromo-N-[4-(4-fluoro-3-trifluoromethylphenyl)-1,3-thiazol-2-yl]acetamide). Run in CN(C)C=O (DMF). Product: CN1C(N(C(C2=C1C=CN2CC(=O)NC=2SC=C(N2)C2=CC(=C(C=C2)F)C(F)(F)F)=O)C)=O (2-(1,3-Dimethyl-2,4-dioxo-1,2,3,4-tetrahydro-5H-pyrrolo[3,2-d]pyrimidin-5-yl)-N-{4-[4-fluoro-3-(trifluoromethyl)phenyl]-1,3-thiazol-2-yl}acetamide), product. RXN SMILES: [CH3:1][N:2]1[C:7]2[C:8](C)=[CH:9][NH:10][C:6]=2[C:5](=[O:12])[N:4]([CH3:13])[C:3]1=[O:14].Br[CH2:16][C:17]([NH:19][C:20]1[S:21][CH:22]=[C:23]([C:25]2[CH:30]=[CH:29][C:28]([F:31])=[C:27]([C:32]([F:35])([F:34])[F:33])[CH:26]=2)[N:24]=1)=[O:18].[H-].[Na+]>CN(C=O)C>[CH3:1][N:2]1[C:7]2[CH:8]=[CH:9][N:10]([CH2:16][C:17]([NH:19][C:20]3[S:21][CH:22]=[C:23]([C:25]4[CH:30]=[CH:29][C:28]([F:31])=[C:27]([C:32]([F:35])([F:33])[F:34])[CH:26]=4)[N:24]=3)=[O:18])[C:6]=2[C:5](=[O:12])[N:4]([CH3:13])[C:3]1=[O:14] |f:2.3|. Reported procedure: The title compound was prepared according to the general procedure (Method A) by coupling Intermediate 1 (50 mg, 0.279 mmol) with 2-bromo-N-[4-(4-fluoro-3-trifluoromethylphenyl)-1,3-thiazol-2-yl]acetamide (128 mg, 0.334 mmol) in the presence of NaH (16 mg, 0.666 mmol) in dry DMF (5.0 mL) to give 75 mg of the product as an off-white solid; 1H NMR (δ ppm, DMSO-d6, 300 MHz) 3.17 (s, 3H), 3.40 (s, 3H), 5.32 (s, 2H), 6.23 (s, 1H), 7.36 (s, 1H), 7.58-7.66 (m, 1H), 7.88 (s, 1H), 8.24-8.32 (m, 2H), 12.7... Reactants: C(C)(C)(C)OC(=O)C1=CC2=C(CC(O2)(C)CO)C(=C1)OC1=CC(=C(C=C1)C(=O)N1CCC1)F (4-[4-(azetidine-1-carbonyl)-3-fluoro-phenoxy]-2-hydroxymethyl-2-methyl-2,3-dihydro-benzofuran-6-carboxylic acid tert-butyl ester), NC1=NC=C(C=C1)C (2-amino-5-methyl-pyridine). The product is CC=1C=CC(=NC1)NC(=O)C1=CC2=C(CC(O2)(C)CO)C(=C1)OC1=CC(=C(C=C1)C(=O)N1CCC1)F (4-[4-(Azetidine-1-carbonyl)-3-fluoro-phenoxy]-2-hydroxymethyl-2-methyl-2,3-dihydro-benzofuran-6-carboxylic acid (5-methyl-pyridin-2-yl)-amide). As a reaction SMILES: C([O:5][C:6]([C:8]1[CH:19]=[C:18]([O:20][C:21]2[CH:26]=[CH:25][C:24]([C:27]([N:29]3[CH2:32][CH2:31][CH2:30]3)=[O:28])=[C:23]([F:33])[CH:22]=2)[C:11]2[CH2:12][C:13]([CH2:16][OH:17])([CH3:15])[O:14][C:10]=2[CH:9]=1)=O)(C)(C)C.[NH2:34][C:35]1[CH:40]=[CH:39][C:38]([CH3:41])=[CH:37][N:36]=1>>[CH3:41][C:38]1[CH:39]=[CH:40][C:35]([NH:34][C:6]([C:8]2[CH:19]=[C:18]([O:20][C:21]3[CH:26]=[CH:25][C:24]([C:27]([N:29]4[CH2:32][CH2:31][CH2:30]4)=[O:28])=[C:23]([F:33])[CH:22]=3)[C:11]3[CH2:12][C:13]([CH2:16][OH:17])([CH3:15])[O:14][C:10]=3[CH:9]=2)=[O:5])=[N:36][CH:37]=1. Procedure: The title compound was prepared in a similar manner as described for Example 200, from 4-[4-(azetidine-1-carbonyl)-3-fluoro-phenoxy]-2-hydroxymethyl-2-methyl-2,3-dihydro-benzofuran-6-carboxylic acid tert-butyl ester (240a) and 2-amino-5-methyl-pyridine. 1H NMR (400 MHz, CDCl3) δ 9.01 (br. s., 1 H) 8.23 (d, J=8.59 Hz, 1 H) 8.09 (s, 1 H) 7.62 (dd, J=8.59, 1.77 Hz, 1 H) 7.53 (t, J=8.08 Hz, 1 H) 7.15 (s, 1 H) 7.11 (s, 1 H) 6.80 (dd, J=8.59, 2.27 Hz, 1 H) 6.63-6.73 (m, 1 H) 4.22 (t, J=7.71 Hz, 2 H) 4... Starting materials: CON(C)C(=O)c1cn(-c2cccc(-c3ccccc3Cl)c2)cn1, Cn1ccnc1. Yields the product Cn1ccnc1C(=O)c1cn(-c2cccc(-c3ccccc3Cl)c2)cn1. RXN SMILES: [CH3:1][O:2][N:3]([C:4](=[O:5])[c:6]1[n:7][cH:8][n:9](-[c:11]2[cH:12][c:13](-[c:17]3[c:18]([Cl:23])[cH:19][cH:20][cH:21][cH:22]3)[cH:14][cH:15][cH:16]2)[cH:10]1)[CH3:24].[CH3:25][n:26]1[cH:27][n:28][cH:29][cH:30]1>>[C:4](=[O:5])([c:6]1[n:7][cH:8][n:9](-[c:11]2[cH:12][c:13](-[c:17]3[c:18]([Cl:23])[cH:19][cH:20][cH:21][cH:22]3)[cH:14][cH:15][cH:16]2)[cH:10]1)[c:27]1[n:26]([CH3:25])[cH:30][cH:29][n:28]1. The reactants are C(CCCCCO)Br (hexamethylene bromohydrin), C(C)(=O)OCCCCCCC=CCCC=CCCCC (7,11-hexadecadienyl acetate). Run in C1CCOC1 (THF). Product: C(C)(=O)OCCCCCCC#CCC\C=C\CCCC ((E)-11-hexadecen-7-ynyl acetate). Yield: 55.0%. Reaction SMILES: C(Br)CCCCCO.[C:9]([O:12][CH2:13][CH2:14][CH2:15][CH2:16][CH2:17][CH2:18][CH:19]=[CH:20][CH2:21][CH2:22][CH:23]=[CH:24][CH2:25][CH2:26][CH2:27][CH3:28])(=[O:11])[CH3:10]>C1COCC1>[C:9]([O:12][CH2:13][CH2:14][CH2:15][CH2:16][CH2:17][CH2:18][C:19]#[C:20][CH2:21][CH2:22]/[CH:23]=[CH:24]/[CH2:25][CH2:26][CH2:27][CH3:28])(=[O:11])[CH3:10]. Procedure: The THP derivative of hexamethylene bromohydrin in THF is added and the reaction mixture is worked up as described for 7,11-hexadecadienyl acetate. Vacuum distillation of the residue affords (E)-11-hexadecen-7-ynyl acetate, bp 134°-136°/1 mm, nD21 1.4655, in about 55-60% yield, contaminated with 0-5% of 7,11-hexadecadiynyl acetate. Reactants: C1(CC1)NC1=NC(=NC=2N1N=CC2C=O)SC (4-(Cyclopropylamino)-2-(methylthio)pyrazolo[1,5-a][1,3,5]triazine-8-carbaldehyde), N1C(=O)NC(=O)C1 (Hydantoin), N1CCCCC1 (piperidine). Run in C(C)O (ethanol). Run at time 3 hour. Yields the product C1(CC1)NC1=NC(=NC=2N1N=CC2\C=C/2\C(NC(N2)=O)=O)SC ((Z)-5-((4-(cyclopropylamino)-2-(methylthio)pyrazolo[1,5-a][1,3,5]triazin-8-yl)methylene)imidazolidine-2,4-dione), solid. Isolated yield 95.0%. As a reaction SMILES: [CH:1]1([NH:4][C:5]2[N:10]3[N:11]=[CH:12][C:13]([CH:14]=O)=[C:9]3[N:8]=[C:7]([S:16][CH3:17])[N:6]=2)[CH2:3][CH2:2]1.[NH:18]1[CH2:24][C:22](=[O:23])[NH:21][C:19]1=[O:20].N1CCCCC1>C(O)C>[CH:1]1([NH:4][C:5]2[N:10]3[N:11]=[CH:12][C:13](/[CH:14]=[C:24]4/[C:22](=[O:23])[NH:21][C:19](=[O:20])[NH:18]/4)=[C:9]3[N:8]=[C:7]([S:16][CH3:17])[N:6]=2)[CH2:3][CH2:2]1. Procedure details: 4-(Cyclopropylamino)-2-(methylthio)pyrazolo[1,5-a][1,3,5]triazine-8-carbaldehyde (1.0 eq, 3.00 g, 12.03 mmol) was suspended in ethanol (40 ml). Hydantoin (1.5 eq, 1.81 g, 18.08 mmol) and piperidine (1.5 eq, 1.78 ml, 18.01 mmol) were added. The mixture was heated at reflux under vigorous magnetic stirring for 3 hours. After cooling of the reaction mixture, the precipitate was filtered, washed with ethanol, then with a mixture of ethanol and water (1:1). After drying in vacuo, (Z)-5-((4-(cycloprop... Reactants: C(CCCCCCC)C1=C(C=CC=C1)CCCCCCCC (1,2-dioctylbenzene), C(CCCCCCC)[Mg]Br (octylmagnesium bromide), C(CCCCCCC)C1=C(C=CC=C1)CCCCCCCC (1,2-dioctylbenzene), BrC1=CC2=C(S1)C=1SC(=CC1C1=CC(=C(C=C12)CCCCCCCC)CCCCCCCC)Br (2,9-dibromo-5,6-dioctylnaphtho[2,1-b:3,4-b′]dithiophene), S1C=C(C=C1)B(O)O (3-thiophene boronic acid). Procedure: As outlined in Scheme 3, the preparation of 2,9-dibromo-5,6-dioctylnaphtho[2,1-b:3,4-b′]dithiophene started from 1,2-dichlorobenzene. A nickel-catalyzed Kumada coupling reaction between 1,2-dichlorobenzene and freshly prepared octylmagnesium bromide offered 1,2-dioctylbenzene. Iodination of 1,2-dioctylbenzene followed by palladium-catalyzed Suzuki coupling reaction with 3-thiophene boronic acid provided 4,5-bis(3-thienyl)-1,2-dioctylbenzene at high yield.18 5,6-dioctylnaphtho[2,1-b:3,4-b′]dithio... RXN SMILES: Br[C:2]1[S:6][C:5]2[C:7]3[S:8][C:9](Br)=[CH:10][C:11]=3[C:12]3[C:17]([C:4]=2[CH:3]=1)=[CH:16][C:15]([CH2:18][CH2:19][CH2:20][CH2:21][CH2:22][CH2:23][CH2:24][CH3:25])=[C:14]([CH2:26][CH2:27][CH2:28][CH2:29][CH2:30][CH2:31][CH2:32][CH3:33])[CH:13]=3.C([Mg]Br)CCCCCCC.C(C1C=CC=CC=1CCCCCCCC)CCCCCCC.S1C=CC(B(O)O)=C1>[Ni].[Pd].ClC1C=CC=CC=1Cl>[S:6]1[CH:2]=[CH:3][C:4]([C:17]2[C:12]([C:11]3[CH:10]=[CH:9][S:8][CH:7]=3)=[CH:13][C:14]([CH2:26][CH2:27][CH2:28][CH2:29][CH2:30][CH2:31][CH2:32][CH3:33])=[C:15]([CH2:18][CH2:19][CH2:20][CH2:21][CH2:22][CH2:23][CH2:24][CH3:25])[CH:16]=2)=[CH:5]1.[CH2:18]([C:15]1[CH:16]=[C:17]2[C:4]3[CH:3]=[CH:2][S:6][C:5]=3[C:7]3[S:8][CH:9]=[CH:10][C:11]=3[C:12]2=[CH:13][C:14]=1[CH2:26][CH2:27][CH2:28][CH2:29][CH2:30][CH2:31][CH2:32][CH3:33])[CH2:19][CH2:20][CH2:21][CH2:22][CH2:23][CH2:24][CH3:25]. Yields the product S1C=C(C=C1)C1=CC(=C(C=C1C1=CSC=C1)CCCCCCCC)CCCCCCCC (4,5-bis(3-thienyl)-1,2-dioctylbenzene), C(CCCCCCC)C=1C=C2C(=CC1CCCCCCCC)C1=C(SC=C1)C=1SC=CC12 (5,6-dioctylnaphtho[2,1-b:3,4-b′]dithiophene). Run in ClC1=C(C=CC=C1)Cl (1,2-dichlorobenzene), ClC1=C(C=CC=C1)Cl (1,2-dichlorobenzene). The reagents and catalysts are [Pd] (palladium), [Ni] (nickel). Starting materials: BrC1=CC=2C(C3=CC(=CC=C3C2C=C1)Br)(CCC(CCCC(C)C)C)CCC(CCCC(C)C)C (2,7-dibromo-9,9-bis(3,7-dimethyloctyl)fluorene), CN(C=O)C (N,N-dimethylformamide), [Li]CCCC (n-BuLi), CCCCCC (hexane). The solvent is C1CCOC1 (THF), C1CCOC1 (THF), O (water), C1(=CC=CC=C1)C (Toluene). Run at temperature -78 celsius, time 30 minute. The product is BrC1=CC=C2C=3C=CC(=CC3C(C2=C1)(CCC(CCCC(C)C)C)CCC(CCCC(C)C)C)C=O (7-Bromo-9,9-bis(3,7-dimethyloctyl)-fluorene-2-carbaldehyde). As a reaction SMILES: [Br:1][C:2]1[CH:14]=[CH:13][C:12]2[C:11]3[C:6](=[CH:7][C:8](Br)=[CH:9][CH:10]=3)[C:5]([CH2:26][CH2:27][CH:28]([CH3:35])[CH2:29][CH2:30][CH2:31][CH:32]([CH3:34])[CH3:33])([CH2:16][CH2:17][CH:18]([CH3:25])[CH2:19][CH2:20][CH2:21][CH:22]([CH3:24])[CH3:23])[C:4]=2[CH:3]=1.[Li]CCCC.CCCCCC.CN(C)[CH:49]=[O:50]>C1COCC1.O.C1(C)C=CC=CC=1>[Br:1][C:2]1[CH:3]=[C:4]2[C:12]([C:11]3[CH:10]=[CH:9][C:8]([CH:49]=[O:50])=[CH:7][C:6]=3[C:5]2([CH2:16][CH2:17][CH:18]([CH3:25])[CH2:19][CH2:20][CH2:21][CH:22]([CH3:24])[CH3:23])[CH2:26][CH2:27][CH:28]([CH3:35])[CH2:29][CH2:30][CH2:31][CH:32]([CH3:33])[CH3:34])=[CH:13][CH:14]=1. Procedure: To a flame-dried 3-neck round-bottomed flask equipped with a mechanical stirrer and an addition funnel was added 2,7-dibromo-9,9-bis(3,7-dimethyloctyl)fluorene (Example 6; 79.3 g, 131.2 mmol) and THF (350 mL) by cannula. The solution was cooled to −78° C. and 2.5 M n-BuLi in hexane (52.5 mL, 131.2 mmol) was added by addition funnel over 15 min. After stirring for 30 min, N,N-dimethylformamide (DMF, 20.0 mL, 262 mmol) in THF (30 mL) was added dropwise, and the reaction mixture was allowed to warm...